Dataset: the Open Reaction Database (ORD), a public repository of structured organic reaction records. Task: describe an organic reaction: reactants, conditions, products, and yield The product is CC1=C(C=C(C(=C1)[N+](=O)[O-])OCCC)C=C (1-methyl-5-nitro-4-propoxy-2-vinyl-benzene). Run in C1CCOC1.O (THF H2O). Reported procedure: To a mixture of 1-chloro-2-methyl-4-nitro-5-isopropoxy-benzene (Intermediate 4, 870 mg, 3.77 mmol), vinylboronic acid dibutyl ester (1.24 mL, 5.6 mmol), and sodium carbonate (2.8 g, 26.4 mmol) in THF/H2O (20/5 mL) is added dichlorobis(triphenylphospine) palladium (II) (132 mg, 5% mmol). The reaction tube is sealed, the mixture is purged with N2 for 3 min and then heated at 90° C. under N2 for overnight. The reaction is cooled to room temperature and poured into saturated aqueous ammonia chloride... The reactants are ClC1=C(C=C(C(=C1)OC(C)C)[N+](=O)[O-])C (1-chloro-2-methyl-4-nitro-5-isopropoxy-benzene), ClC1=C(C=C(C(=C1)OC(C)C)[N+](=O)[O-])C (1-chloro-2-methyl-4-nitro-5-isopropoxy-benzene), C(CCC)OB(OCCCC)C=C (vinylboronic acid dibutyl ester), C([O-])([O-])=O.[Na+].[Na+] (sodium carbonate), dichlorobis(triphenylphospine) palladium (II). Reaction SMILES: Cl[C:2]1[CH:7]=[C:6]([O:8][CH:9]([CH3:11])C)[C:5]([N+:12]([O-:14])=[O:13])=[CH:4][C:3]=1[CH3:15].[CH2:16](OB(C=C)OCCCC)[CH2:17]CC.[C:29](=O)([O-])[O-].[Na+].[Na+]>C1COCC1.O>[CH3:15][C:3]1[CH:4]=[C:5]([N+:12]([O-:14])=[O:13])[C:6]([O:8][CH2:9][CH2:11][CH3:29])=[CH:7][C:2]=1[CH:16]=[CH2:17] |f:2.3.4,5.6|. Conditions: temperature 90 celsius. Starting materials: C(CCC1=CC=CC=C1)=O (hydrocinnamaldehyde), COC(C=P(C1=CC=CC=C1)(C1=CC=CC=C1)C1=CC=CC=C1)=O (methyl(triphenylphosphoranylidene)acetate). Solvent: C1CCOC1 (THF). Product: C1(=CC=CC=C1)CC/C=C/C(=O)OC (Methyl (E)-5-phenyl-2-pentenoate), oil. Yield: 42.0%. Reaction SMILES: [CH:1](=O)[CH2:2][CH2:3][C:4]1[CH:9]=[CH:8][CH:7]=[CH:6][CH:5]=1.[CH3:11][O:12][C:13](=[O:34])[CH:14]=P(C1C=CC=CC=1)(C1C=CC=CC=1)C1C=CC=CC=1>C1COCC1>[C:4]1([CH2:3][CH2:2]/[CH:1]=[CH:14]/[C:13]([O:12][CH3:11])=[O:34])[CH:9]=[CH:8][CH:7]=[CH:6][CH:5]=1. Procedure: A solution of hydrocinnamaldehyde (13.42 g, 0.1 mol) and methyl(triphenylphosphoranylidene)acetate (33.44 g, 0.1 mol) in THF was stirred at reflux for 20 hours. The reaction mixture was concentrated under vacuum and the residue was purified by flash chromatography using hexane:EtOAc::9:1. The desired product was obtained as a clear, pale yellow oil (8.0 g, 0.042 mol, 42%); 1H NMR (300 MHz, CDCl3) δ 7.3-7.2 (m, 2H), 7.2-7.1 (m, 3H), 7.1-6.9 (m, 1H), 5.85 (d, 1H, J=5.8 Hz), 3.75 (s, 3H), 2.8 (t, 2... Reactants: C(C)I (ethyl iodide), ice, [Li]C(C)(C)C (t-BuLi), C1(=CC=CC=C1)S(=O)(=O)N1C=CC2=CC(=CC=C12)Cl (N-(benzensulfonyl)-5-chloroindole). Run in C1CCOC1 (THF), C1CCOC1 (THF). Reaction conditions: time 15 minute. The product is C1(=CC=CC=C1)S(=O)(=O)N1C(=CC2=CC(=CC=C12)Cl)CC (N-(Benzensulfonyl)-5-chloro-2-ethylindole). RXN SMILES: [Li][C:2](C)(C)[CH3:3].[C:6]1([S:12]([N:15]2[C:23]3[C:18](=[CH:19][C:20]([Cl:24])=[CH:21][CH:22]=3)[CH:17]=[CH:16]2)(=[O:14])=[O:13])[CH:11]=[CH:10][CH:9]=[CH:8][CH:7]=1.C(I)C>C1COCC1>[C:6]1([S:12]([N:15]2[C:23]3[C:18](=[CH:19][C:20]([Cl:24])=[CH:21][CH:22]=3)[CH:17]=[C:16]2[CH2:2][CH3:3])(=[O:14])=[O:13])[CH:7]=[CH:8][CH:9]=[CH:10][CH:11]=1. Procedure details: t-BuLi (3.7 mL of 1.7 M solution in pentane) was added dropwise to a solution of N-(benzensulfonyl)-5-chloroindole (1) (J. Org. Chem. 1981, 46, 3859) (1.5 g, 5.14 mmol) in THF (35 mL) at −70° C., under a nitrogen atmosphere. The mixture was stirred for 15 min, allowed to warm to room temperature over 20 min, cooled to −70° C., and treated with a solution of ethyl iodide (0.84 mL, 10.5 mmol) in dry THF (5 mL). The mixture was stirred at −78° C. for 1 h, allowed to warm to room temperature, stirre...